From a dataset of the Open Reaction Database (ORD), a public repository of structured organic reaction records. describe an organic reaction: reactants, conditions, products, and yield The reactants are CCOc1cc(C(C)(C)C)ccc1C1=NC(c2ccc(Cl)cc2)C(c2ccc(Cl)cc2)N1C(=O)Cl, C1CCN(C2CCNCC2)CC1. Yields the product CCOc1cc(C(C)(C)C)ccc1C1=NC(c2ccc(Cl)cc2)C(c2ccc(Cl)cc2)N1C(=O)N1CCC(N2CCCCC2)CC1. Reaction SMILES: [C:1]([CH3:2])([CH3:3])([CH3:4])[c:5]1[cH:6][c:7]([O:33][CH2:34][CH3:35])[c:8]([C:11]2=[N:15][CH:14]([c:16]3[cH:17][cH:18][c:19]([Cl:22])[cH:20][cH:21]3)[CH:13]([c:23]3[cH:24][cH:25][c:26]([Cl:29])[cH:27][cH:28]3)[N:12]2[C:30](=[O:31])[Cl:32])[cH:9][cH:10]1.[N:36]1([CH:42]2[CH2:43][CH2:44][NH:45][CH2:46][CH2:47]2)[CH2:37][CH2:38][CH2:39][CH2:40][CH2:41]1>>[C:1]([CH3:2])([CH3:3])([CH3:4])[c:5]1[cH:6][c:7]([O:33][CH2:34][CH3:35])[c:8]([C:11]2=[N:15][CH:14]([c:16]3[cH:17][cH:18][c:19]([Cl:22])[cH:20][cH:21]3)[CH:13]([c:23]3[cH:24][cH:25][c:26]([Cl:29])[cH:27][cH:28]3)[N:12]2[C:30](=[O:31])[N:45]2[CH2:44][CH2:43][CH:42]([N:36]3[CH2:37][CH2:38][CH2:39][CH2:40][CH2:41]3)[CH2:47][CH2:46]2)[cH:9][cH:10]1.